This data is from the Open Reaction Database (ORD), a public repository of structured organic reaction records. The task is: describe an organic reaction: reactants, conditions, products, and yield Starting materials: [Na].CC=1C(=NC=CC1OCC1COC2(OC1)CCOCC2)CS(=O)C2=NC1=C(N2)C=CC=C1 (2-(((3-methyl-4-(1,5,9-trioxaspiro[5.5]undec-3-ylmethoxy)pyridin-2-yl)methyl)sulfinyl)-1H-benzimidazole sodium salt), SC=1NC2=C(N1)C=CC=C2 (2-mercaptobenzimidazole), C1CC12COC(OC2)COC2=CC(=NC=C2)CO ((4-(5,7-dioxaspiro[2.5]oct-6-ylmethoxy)pyridin-2-yl)methanol). Yields the product [Na].C1CC12COC(OC2)COC2=CC(=NC=C2)CS(=O)C2=NC1=C(N2)C=CC=C1 (2-(((4-(5,7-dioxaspiro[2.5]oct-6-ylmethoxy)pyridin-2-yl)methyl)sulfinyl)-1H-benzimidazole sodium salt). As a reaction SMILES: [Na:1].C[C:3]1[C:4]([CH2:22][S:23]([C:25]2[NH:29][C:28]3[CH:30]=[CH:31][CH:32]=[CH:33][C:27]=3[N:26]=2)=[O:24])=[N:5][CH:6]=[CH:7][C:8]=1[O:9]CC1COC2(CCOCC2)OC1.SC1NC2C=CC=CC=2N=1.[CH2:44]1[C:46]2([CH2:51][O:50][CH:49]([CH2:52]OC3C=CN=C(CO)C=3)[O:48][CH2:47]2)[CH2:45]1>>[Na:1].[CH2:45]1[C:46]2([CH2:51][O:50][CH:49]([CH2:52][O:9][C:8]3[CH:7]=[CH:6][N:5]=[C:4]([CH2:22][S:23]([C:25]4[NH:26][C:27]5[CH:33]=[CH:32][CH:31]=[CH:30][C:28]=5[N:29]=4)=[O:24])[CH:3]=3)[O:48][CH2:47]2)[CH2:44]1 |f:0.1,4.5,^1:0,61|. Reported procedure: The same procedure as in the steps (10d) to (10f) of Example 10 was repeated using 2-mercaptobenzimidazole (291 mg, 1.94 mmol) and (4-(5,7-dioxaspiro[2.5]oct-6-ylmethoxy)pyridin-2-yl)methanol (443 mg, 1.76 mmol) to obtain the title compound (300 mg) as a white solid. Note that, in the same process as in the step (10d), 2-mercaptobenzimidazole was added to the reaction mixture and further 2 equivalents of triethylamine was added. The mixture was stirred at room temperature for 2 days.